The task is: describe an organic reaction: reactants, conditions, products, and yield. This data is from the Open Reaction Database (ORD), a public repository of structured organic reaction records. Starting materials: CCOC(C)=O, CCN(C(C)C)C(C)C, Clc1ccnc2[nH]ccc12, O=[N+]([O-])c1ccc(O)c(F)c1. The product is O=[N+]([O-])c1ccc(Oc2ccnc3[nH]ccc23)c(F)c1. RXN SMILES: [CH3:31][CH2:32][O:33][C:34](=[O:35])[CH3:36].[CH:22]([N:23]([CH2:24][CH3:25])[CH:26]([CH3:27])[CH3:28])([CH3:29])[CH3:30].[Cl:1][c:2]1[c:3]2[c:4]([n:5][cH:6][cH:7]1)[nH:8][cH:9][cH:10]2.[F:11][c:12]1[c:13]([OH:21])[cH:14][cH:15][c:16]([N+:18](=[O:19])[O-:20])[cH:17]1>>[c:2]1([O:21][c:13]2[c:12]([F:11])[cH:17][c:16]([N+:18](=[O:19])[O-:20])[cH:15][cH:14]2)[c:3]2[c:4]([n:5][cH:6][cH:7]1)[nH:8][cH:9][cH:10]2. The product is CC=1CC(N(N1)CCCCCCCC)=O (2,4-dihydro-5-methyl-2-octyl-3H-pyrazol-3-one). Reaction SMILES: [CH3:1][C:2]1[NH:3][NH:4][C:5](=[O:7])[CH:6]=1.Br[CH2:9][CH2:10][CH2:11][CH2:12][CH2:13][CH2:14][CH2:15][CH3:16]>>[CH3:1][C:2]1[CH2:6][C:5](=[O:7])[N:4]([CH2:9][CH2:10][CH2:11][CH2:12][CH2:13][CH2:14][CH2:15][CH3:16])[N:3]=1. Conditions: temperature 135 celsius. Procedure details: A mixture of 19.63 g 3-methyl-3-pyrazolin-5-one and 42.30 g 1-bromooctane was stirred and heated at 135° C. for 50 hour. After cooling, the reaction mixture was triturated with 200 ml water, treated with 17.00 g sodium bicarbonate in small portions, and heated to 100° C. for 1 hour. After cooling, the mixture was extracted with chloroform (3×100 ml portions). The combined extracts were dried over anhydrous calcium chloride and the solvent evaporated to give an oily residue crystallized from hexa... Reactants: CC=1NNC(C1)=O (3-methyl-3-pyrazolin-5-one), BrCCCCCCCC (1-bromooctane). Isolated yield 41.6%. Reactants: [I-].[Na+] (sodium iodide), [I-].[Na+] (Sodium iodide), C1(=CC=CC=C1)CCCCCl (4-phenyl-1-chlorobutane), [Na+].[I-] (NaI), 4(4'-chlorophenyl)-a-bromoacetophenone, Me Dimethyl malonate, C[O-].[Na+] (sodium methoxide), 4(4'-chlorophenyl)-a-bromoacetophenone, CC(C(=O)[O-])(C(=O)[O-])C.[Na+].[Na+] (sodium dimethylmalonate). The solvent is COCCOC (DME), CC(=O)C (acetone), COCCOC (DME). Reaction conditions: temperature 70 celsius, time 15 minute. Yields the product C1(=CC=CC=C1)CCCCI (4-phenyl-1-iodobutane). Yield: 59.3%. Reaction SMILES: C[O-].[Na+].[I-:4].[Na+].CC(C)(C([O-])=O)C([O-])=O.[Na+].[Na+].[C:17]1([CH2:23][CH2:24][CH2:25][CH2:26]Cl)[CH:22]=[CH:21][CH:20]=[CH:19][CH:18]=1>COCCOC.CC(C)=O>[C:17]1([CH2:23][CH2:24][CH2:25][CH2:26][I:4])[CH:22]=[CH:21][CH:20]=[CH:19][CH:18]=1 |f:0.1,2.3,4.5.6|. Procedure details: R=Me Dimethyl malonate (5.7 mL, 50.0 mmol) was added in one portion to a solution of sodium methoxide (6.6 g, 50.0 mmol) in DME (45 mL) at rt and stirred for 15 min. In a separate reaction vessel, 4(4'-chlorophenyl)-a-bromoacetophenone (14.0 g, 45.0 mmol) was dissolved in DME (136 mL) along with sodium iodide (6.7 g, 45.0 mmol). The NaI solution was allowed to stir for 15 min at rt. The sodium dimethylmalonate solution was transferred via cannula dropwise into the 4(4'-chlorophenyl)-a-bromoaceto...